From a dataset of the Open Reaction Database (ORD), a public repository of structured organic reaction records. describe an organic reaction: reactants, conditions, products, and yield Starting materials: COC(C(=O)O)c1ccccc1, CN(C)C=O, CCOC(C)=O, C(=NC1CCCCC1)=NC1CCCCC1, CCN(C(C)C)C(C)C, Cl, O, Oc1cccc2[nH]nnc12, O=C1CCC(c2ccccc2)(c2ccccc2)C2CNCC12. Yields the product COC(C(=O)N1CC2C(=O)CCC(c3ccccc3)(c3ccccc3)C2C1)c1ccccc1. As a reaction SMILES: [CH3:12][O:13][CH:14]([C:15](=[O:16])[OH:17])[c:18]1[cH:19][cH:20][cH:21][cH:22][cH:23]1.[CH3:71][N:72]([CH3:73])[CH:74]=[O:75].[CH3:76][CH2:77][O:78][C:79](=[O:80])[CH3:81].[CH:24]1([N:25]=[C:26]=[N:27][CH:28]2[CH2:29][CH2:30][CH2:31][CH2:32][CH2:33]2)[CH2:34][CH2:35][CH2:36][CH2:37][CH2:38]1.[CH:62]([N:63]([CH:64]([CH3:65])[CH3:66])[CH2:67][CH3:68])([CH3:69])[CH3:70].[ClH:39].[OH2:1].[OH:2][c:3]1[c:4]2[n:5][n:6][nH:7][c:8]2[cH:9][cH:10][cH:11]1.[c:40]1([C:46]2([c:56]3[cH:57][cH:58][cH:59][cH:60][cH:61]3)[CH2:47][CH2:48][C:49](=[O:55])[CH:50]3[CH2:51][NH:52][CH2:53][CH:54]23)[cH:41][cH:42][cH:43][cH:44][cH:45]1>>[CH3:12][O:13][CH:14]([C:15](=[O:17])[N:52]1[CH2:51][CH:50]2[C:49](=[O:55])[CH2:48][CH2:47][C:46]([c:40]3[cH:41][cH:42][cH:43][cH:44][cH:45]3)([c:56]3[cH:57][cH:58][cH:59][cH:60][cH:61]3)[CH:54]2[CH2:53]1)[c:18]1[cH:19][cH:20][cH:21][cH:22][cH:23]1. Starting materials: COC(C1=CC=C(C=C1)OCCCCCN)=O (4-(5-Amino-pentyloxy)-benzoic acid methyl ester), ClC(=O)OC1=CC=C(C=C1)[N+](=O)[O-] (4-Nitrophenyl chloroformate), C[Si](CCOC(NC1=CC(=C(C(=C1)C)C1=CC(=CC=C1)S(=O)(=O)C1=C(SC(=C1)C(=N)NC(=O)OC(C)(C)C)SC)N)=O)(C)C ({2-amino-3′-[5-(tert-butoxycarbonylamino-imino-methyl)-2-methylsulfanyl-thiophene-3-sulfonyl]-6-methyl-biphenyl-4-yl}-carbamic acid 2-trimethylsilanyl-ethyl ester), N1=CC=CC=C1 (pyridine). The solvent is C(C)N(CC)CC (triethylamine), C(Cl)Cl (methylene chloride), CCOC(=O)C (EtOAc). Run at time 2 hour. Product: COC(C1=CC=C(C=C1)OCCCCCNC(=O)NC1=C(C(=CC(=C1)NC(=O)OCC[Si](C)(C)C)C)C1=CC(=CC=C1)S(=O)(=O)C1=C(SC(=C1)C(=N)NC(=O)OC(C)(C)C)SC)=O (4-(5-{3-[3′-[5-(tert-Butoxycarbonylamino-imino-methyl)-2-methylsulfanyl-thiophene-3-sulfonyl]-6-methyl-4-(2-trimethylsilanyl-ethoxycarbonylamino)-biphenyl-2-yl]-ureido}-pentyloxy)-benzoic acid methyl ester). Yield: 66.2%. As a reaction SMILES: Cl[C:2](OC1C=CC([N+]([O-])=O)=CC=1)=[O:3].[CH3:14][Si:15]([CH3:57])([CH3:56])[CH2:16][CH2:17][O:18][C:19](=[O:55])[NH:20][C:21]1[CH:26]=[C:25]([CH3:27])[C:24]([C:28]2[CH:33]=[CH:32][CH:31]=[C:30]([S:34]([C:37]3[CH:41]=[C:40]([C:42]([NH:44][C:45]([O:47][C:48]([CH3:51])([CH3:50])[CH3:49])=[O:46])=[NH:43])[S:39][C:38]=3[S:52][CH3:53])(=[O:36])=[O:35])[CH:29]=2)=[C:23]([NH2:54])[CH:22]=1.N1C=CC=CC=1.[CH3:64][O:65][C:66](=[O:80])[C:67]1[CH:72]=[CH:71][C:70]([O:73][CH2:74][CH2:75][CH2:76][CH2:77][CH2:78][NH2:79])=[CH:69][CH:68]=1>C(Cl)Cl.CCOC(C)=O.C(N(CC)CC)C>[CH3:64][O:65][C:66](=[O:80])[C:67]1[CH:68]=[CH:69][C:70]([O:73][CH2:74][CH2:75][CH2:76][CH2:77][CH2:78][NH:79][C:2]([NH:54][C:23]2[CH:22]=[C:21]([NH:20][C:19]([O:18][CH2:17][CH2:16][Si:15]([CH3:14])([CH3:56])[CH3:57])=[O:55])[CH:26]=[C:25]([CH3:27])[C:24]=2[C:28]2[CH:33]=[CH:32][CH:31]=[C:30]([S:34]([C:37]3[CH:41]=[C:40]([C:42]([NH:44][C:45]([O:47][C:48]([CH3:50])([CH3:51])[CH3:49])=[O:46])=[NH:43])[S:39][C:38]=3[S:52][CH3:53])(=[O:35])=[O:36])[CH:29]=2)=[O:3])=[CH:71][CH:72]=1. Reported procedure: 4-Nitrophenyl chloroformate (99.2 mg, 0.49 mmol) was added to a solution of {2-amino-3′-[5-(tert-butoxycarbonylamino-imino-methyl)-2-methylsulfanyl-thiophene-3-sulfonyl]-6-methyl-biphenyl-4-yl}-carbamic acid 2-trimethylsilanyl-ethyl ester (303 mg, 0.45 mmol, Example 294: step f) and pyridine (39.8 μL, 0.49 mmol) in methylene chloride (5 mL) at rt. The reaction mixture was stirred for 2 hrs at rt. 4-(5-Amino-pentyloxy)-benzoic acid methyl ester (117 mg, 0.49 mmol, Example 283: step b) and triethy... Starting materials: CNC(=CC(=O)OCC)NC (ethyl 3,3-dimethylaminoacrylate), C(C)(C)N(C(C)C)CC (N,N-diisopropylethylamine), ClC1=C(C(=O)Cl)C=CC=C1 (2-chlorobenzoyl chloride). Solvent: C1(=CC=CC=C1)C (toluene). Yields the product ClC1=C(C=CC=C1)C(C(C(=O)OCC)=CN(C)C)=O (Ethyl 2-chloro-α-[(dimethylamino)methylene]-β-oxo-benzenepropanoate). Reaction SMILES: CN[C:3]([NH:10][CH3:11])=[CH:4][C:5]([O:7][CH2:8][CH3:9])=[O:6].[CH:12](N(CC)C(C)C)(C)C.[Cl:21][C:22]1[CH:30]=[CH:29][CH:28]=[CH:27][C:23]=1[C:24](Cl)=[O:25]>C1(C)C=CC=CC=1>[Cl:21][C:22]1[CH:30]=[CH:29][CH:28]=[CH:27][C:23]=1[C:24](=[O:25])[C:4](=[CH:3][N:10]([CH3:11])[CH3:12])[C:5]([O:7][CH2:8][CH3:9])=[O:6]. Procedure: A mixture of ethyl 3,3-dimethylaminoacrylate (4.68 g, 32.7 mmol) and N,N-diisopropylethylamine (12 mL, 8.9 g, 69 mmol) was stirred at rt and a solution of 2-chlorobenzoyl chloride (5.72 g, 32.7 mmol) in 30 mL of toluene was added over 5 mins. Reactants: COC=1C(=CC2=C(C(=NC(C(N2CC)=O)CC2=C(C=CC=C2)N)C2=CC=CC=C2)C1)OC (7,8-dimethoxy-1-ethyl-3-(2-aminobenzyl)-5-phenyl-1,3-dihydro-2H-1,4-benzodiazepin-2-one), N1=CC=CC=C1 (pyridine), C(C)(=O)OC(C)=O (acetic anhydride). Solvent: C(Cl)Cl (CH2Cl2). Run at time 24 hour. Product: COC=1C(=CC2=C(C(=NC(C(N2)=O)C2=C(CNC(C)=O)C=CC=C2)C2=CC=CC=C2)C1)OC (N-[2-(7,8-dimethoxy-2-oxo-5-phenyl-2,3-dihydro-1H-1,4-benzodiazepin-3-yl)benzyl]acetamide). Yield: 70.0%. RXN SMILES: [CH3:1][O:2][C:3]1[C:4]([O:31][CH3:32])=[CH:5][C:6]2[N:12](CC)[C:11](=[O:15])[CH:10]([CH2:16][C:17]3[CH:22]=[CH:21][CH:20]=[CH:19][C:18]=3[NH2:23])[N:9]=[C:8]([C:24]3[CH:29]=[CH:28][CH:27]=[CH:26][CH:25]=3)[C:7]=2[CH:30]=1.N1C=CC=CC=1.[C:39](OC(=O)C)(=[O:41])[CH3:40]>C(Cl)Cl>[CH3:1][O:2][C:3]1[C:4]([O:31][CH3:32])=[CH:5][C:6]2[NH:12][C:11](=[O:15])[CH:10]([C:16]3[CH:17]=[CH:22][CH:21]=[CH:20][C:19]=3[CH2:18][NH:23][C:39](=[O:41])[CH3:40])[N:9]=[C:8]([C:24]3[CH:25]=[CH:26][CH:27]=[CH:28][CH:29]=3)[C:7]=2[CH:30]=1. Reported procedure: To a solution of 40 mg (0.09 mmol) of 7,8-dimethoxy-1-ethyl-3-(2-aminobenzyl)-5-phenyl-1,3-dihydro-2H-1,4-benzodiazepin-2-one IIca, add 18.4 mg (0.23 mmol) of pyridine in 4 ml of CH2Cl2, 11.5 mg (0.11 mmol) of acetic anhydride dropwise. Stir for 24 hours. Evaporate to dryness and purify by silica chromatography (AcOEt then AcOEt 5/CH2Cl2 4/EtOH 1). Yield: 70%. M: 144–145° C. 1H-NMR (CDCl3, 300 MHz): d 0.89–0.96 (m, 3H, CH3), 2.01 (s, 1H, COCH3), 3.36–3.45 (m, 2H, CHCH2), 3.61 (s, 3H, OCH3), 3.73... Solvent: C(C)O (ethanol). Reported procedure: A solution of 3-[2-(N-ethoxycarbonylglycyl)hydrazino]-5-methyl-6-phenyl-1,2,4-triazine (1.815 g) in ethanol (32 ml) containing anhydrous hydrogen chloride was shaken with 5% palladium on carbon (0.4 g) under atmosphere of hydrogen gas at room temperature. After the theoretical amount of hydrogen gas was absorbed, the catalyst was filtered off, and the filtrate was evaporated. The residue was dissolved in water and made alkaline with an aqueous solution of sodium bicarbonate under ice cooling. Th... Yields the product C(C)OC(=O)NCC(=O)NNC=1NN=C(C(N1)C)C1=CC=CC=C1 (3-[2-(N-ethoxycarbonylglycyl)hydrazino]-5-methyl-6-phenyl-2,5-dihydro-1,2,4-triazine). As a reaction SMILES: [CH2:1]([O:3][C:4]([NH:6][CH2:7][C:8]([NH:10][NH:11][C:12]1[N:13]=[N:14][C:15]([C:19]2[CH:24]=[CH:23][CH:22]=[CH:21][CH:20]=2)=[C:16]([CH3:18])[N:17]=1)=[O:9])=[O:5])[CH3:2].Cl>C(O)C.[Pd]>[CH2:1]([O:3][C:4]([NH:6][CH2:7][C:8]([NH:10][NH:11][C:12]1[NH:13][N:14]=[C:15]([C:19]2[CH:20]=[CH:21][CH:22]=[CH:23][CH:24]=2)[CH:16]([CH3:18])[N:17]=1)=[O:9])=[O:5])[CH3:2]. Reactants: C(C)OC(=O)NCC(=O)NNC=1N=NC(=C(N1)C)C1=CC=CC=C1 (3-[2-(N-ethoxycarbonylglycyl)hydrazino]-5-methyl-6-phenyl-1,2,4-triazine), Cl (hydrogen chloride). The yield is 65.6%. The reagents and catalysts are [Pd] (palladium on carbon). Reactants: solid, BrC1=CC(=CC=2C(=C3N(C12)CCNC3=O)C)Cl (6-bromo-8-chloro-10-methyl-3,4-dihydro-2H-pyrazino[1,2-a]indol-1-one), BrC1=CC(=CC=2C(=C3N(C12)CCNC3=O)C)Cl (6-bromo-8-chloro-10-methyl-3,4-dihydro-2H-pyrazino[1,2-a]indol-1-one), C(C)(C)(C)C1=CC=C(C=C1)B(O)O (4-tert-butyl-phenylboronic acid). The product is C(C)(C)(C)C1=CC=C(C=C1)C1=CC(=CC=2C(=C3N(C12)CCNC3=O)C)Cl (6-(4-tert-Butyl-phenyl)-8-chloro-10-methyl-3,4-dihydro-2H-pyrazino[1,2-a]indol-1-one). Reaction SMILES: Br[C:2]1[C:10]2[N:9]3[CH2:11][CH2:12][NH:13][C:14](=[O:15])[C:8]3=[C:7]([CH3:16])[C:6]=2[CH:5]=[C:4]([Cl:17])[CH:3]=1.[C:18]([C:22]1[CH:27]=[CH:26][C:25](B(O)O)=[CH:24][CH:23]=1)([CH3:21])([CH3:20])[CH3:19]>>[C:18]([C:22]1[CH:27]=[CH:26][C:25]([C:2]2[C:10]3[N:9]4[CH2:11][CH2:12][NH:13][C:14](=[O:15])[C:8]4=[C:7]([CH3:16])[C:6]=3[CH:5]=[C:4]([Cl:17])[CH:3]=2)=[CH:24][CH:23]=1)([CH3:21])([CH3:20])[CH3:19]. Procedure details: The title compound, white solid (77 mg, 84%), MS (ISP) m/z=367.5 [(M+H)+], mp 252° C., was prepared in accordance with the general method of example 1 from 6-bromo-8-chloro-10-methyl-3,4-dihydro-2H-pyrazino[1,2-a]indol-1-one (intermediate 12) (78.4 mg, 0.25 mmol) and commercially available 4-tert-butyl-phenylboronic acid (57.9 mg, 0.325 mmol). The reactants are O=C([O-])[O-], CN(C)C=O, O=C(Nc1cn2nc(I)ccc2n1)C1CC1, [K+], [K+], Nc1cc(O)c(Cl)cc1F. Yields the product Nc1cc(Oc2ccc3nc(NC(=O)C4CC4)cn3n2)c(Cl)cc1F. As a reaction SMILES: [C:27](=[O:28])([O-:29])[O-:30].[CH3:33][N:34]([CH3:35])[CH:36]=[O:37].[I:1][c:2]1[cH:3][cH:4][c:5]2[n:6]([n:7]1)[cH:8][c:9]([NH:11][C:12](=[O:13])[CH:14]1[CH2:15][CH2:16]1)[n:10]2.[K+:31].[K+:32].[NH2:17][c:18]1[cH:19][c:20]([OH:26])[c:21]([Cl:25])[cH:22][c:23]1[F:24]>>[c:2]1([O:26][c:20]2[cH:19][c:18]([NH2:17])[c:23]([F:24])[cH:22][c:21]2[Cl:25])[cH:3][cH:4][c:5]2[n:6]([n:7]1)[cH:8][c:9]([NH:11][C:12](=[O:13])[CH:14]1[CH2:15][CH2:16]1)[n:10]2.